Dataset: the Open Reaction Database (ORD), a public repository of structured organic reaction records. Task: describe an organic reaction: reactants, conditions, products, and yield The reactants are C(C)(=O)OCC1=CC(=CC=C1)OC1=CC=CC=C1 (3-phenoxybenzyl acetate). The reagents and catalysts are C(C)(=O)[O-].[Pd+2].C(C)(=O)[O-] (palladium acetate). Run in C(C)(=O)O (acetic acid). Yields the product C(C)(=O)OCC=1C=CC2=C(OC3=C2C=CC=C3)C1 (dibenzofuran-3-yl-methyl acetate). Isolated yield 15.7%. RXN SMILES: [C:1]([O:4][CH2:5][C:6]1[CH:11]=[CH:10][CH:9]=[C:8]([O:12][C:13]2[CH:18]=[CH:17][CH:16]=[CH:15][CH:14]=2)[CH:7]=1)(=[O:3])[CH3:2]>C(O)(=O)C.C([O-])(=O)C.[Pd+2].C([O-])(=O)C>[C:1]([O:4][CH2:5][C:6]1[CH:11]=[CH:10][C:9]2[C:14]3[CH:15]=[CH:16][CH:17]=[CH:18][C:13]=3[O:12][C:8]=2[CH:7]=1)(=[O:3])[CH3:2] |f:2.3.4|. Procedure details: A mixture of 3-phenoxybenzyl acetate 50 (21.8 g, 90 mmol) (prepared by acetylation of commercial 3-phenoxybenzyl alcohol) and palladium acetate (40 g, 179 mmol) in acetic acid (300 mL) was refluxed for 6 h, cooled and filtered. The filtrate was evaporated to dryness and the residue treated with 100 mL of a mixture cyclohexane/ethyl acetate (6/1) and filtered. The filtrate was concentrated to give a colored oil which was purified by chromatography on silica gel (cyclohexane/ethyl acetate, 6/1) to... Starting materials: C(C)(C)(C)OC(=O)N1[C@H](C(N(CC1)CC1=CC=CC=C1)=O)C ((S)-1-tert-butoxycarbonyl-2-methyl-3-oxo-4-benzylpiperazine). Run in O1CCCC1 (tetrahydrofuran). Conditions: temperature 45 celsius, time 1.5 hour. The product is C(C)(C)(C)OC(=O)N1[C@H](CN(CC1)CC1=CC=CC=C1)C ((S)-1-tert-butoxycarbonyl-2-methyl-4-benzylpiperazine). The yield is 97.9%. Reaction SMILES: [C:1]([O:5][C:6]([N:8]1[CH2:13][CH2:12][N:11]([CH2:14][C:15]2[CH:20]=[CH:19][CH:18]=[CH:17][CH:16]=2)[C:10](=O)[C@@H:9]1[CH3:22])=[O:7])([CH3:4])([CH3:3])[CH3:2]>O1CCCC1>[C:1]([O:5][C:6]([N:8]1[CH2:13][CH2:12][N:11]([CH2:14][C:15]2[CH:20]=[CH:19][CH:18]=[CH:17][CH:16]=2)[CH2:10][C@@H:9]1[CH3:22])=[O:7])([CH3:4])([CH3:2])[CH3:3]. Procedure: To a stirred solution of (S)-1-tert-butoxycarbonyl-2-methyl-3-oxo-4-benzylpiperazine (1.0 g) in tetrahydrofuran (15 ml) was added borane-dimethylsulfide complex (0.49 ml) at 0° C. under nitrogen atmosphere. After stirring at 45° C. for 1.5 hours, borane-dimethylsulfide complex (0.46 ml) was added and the reaction mixture was stirred at 45° C. for another 2 hours. After cooled to 0° C., the reaction mixture was quenched with methanol. After evaporation of the solvent, the residue was purified by ... Starting materials: CCOC(=O)C1=C(c2ccc3c(c2)OCO3)c2ccccc2C1c1cccc(OC)c1, CCO. Product: CCOC(=O)C1C(c2cccc(OC)c2)c2ccccc2C1c1ccc2c(c1)OCO2. Reaction SMILES: [CH2:1]([CH3:2])[O:3][C:4](=[O:5])[C:6]1=[C:14]([c:15]2[cH:16][c:17]3[c:18]([cH:19][cH:20]2)[O:21][CH2:22][O:23]3)[c:13]2[c:8]([cH:9][cH:10][cH:11][cH:12]2)[CH:7]1[c:24]1[cH:25][c:26]([O:30][CH3:31])[cH:27][cH:28][cH:29]1.[CH3:32][CH2:33][OH:34]>>[CH2:1]([CH3:2])[O:3][C:4](=[O:5])[CH:6]1[CH:7]([c:24]2[cH:25][c:26]([O:30][CH3:31])[cH:27][cH:28][cH:29]2)[c:8]2[cH:9][cH:10][cH:11][cH:12][c:13]2[CH:14]1[c:15]1[cH:16][c:17]2[c:18]([cH:19][cH:20]1)[O:21][CH2:22][O:23]2. Starting materials: ClC1=CC(=C(C(=O)OC(C)(C)C)C=C1)[N+](=O)[O-] (tert-butyl 4-chloro-2-nitrobenzoate), FC1=C(C=CC(=C1)F)B(O)O (2,4-difluorophenylboronic acid), C([O-])([O-])=O.[Cs+].[Cs+] (cesium carbonate). Reagents/catalysts: C(C)(=O)[O-].[Pd+2].C(C)(=O)[O-] (palladium acetate), C1(CCCCC1)P(C1=C(C=CC=C1)C1=C(C=CC=C1OC)OC)C1CCCCC1 (2-dicyclohexylphosphino-2′,6′-dimethoxybiphenyl). The solvent is C1(=CC=CC=C1)C (toluene). Product: FC1=C(C=CC(=C1)F)C1=CC(=C(C(=O)OC(C)(C)C)C=C1)[N+](=O)[O-] (tert-butyl 4-(2,4-difluorophenyl)-2-nitrobenzoate). The yield is 48.7%. As a reaction SMILES: Cl[C:2]1[CH:14]=[CH:13][C:5]([C:6]([O:8][C:9]([CH3:12])([CH3:11])[CH3:10])=[O:7])=[C:4]([N+:15]([O-:17])=[O:16])[CH:3]=1.[F:18][C:19]1[CH:24]=[C:23]([F:25])[CH:22]=[CH:21][C:20]=1B(O)O.C(=O)([O-])[O-].[Cs+].[Cs+]>C([O-])(=O)C.[Pd+2].C([O-])(=O)C.C1(P(C2CCCCC2)C2C=CC=CC=2C2C(OC)=CC=CC=2OC)CCCCC1.C1(C)C=CC=CC=1>[F:18][C:19]1[CH:24]=[C:23]([F:25])[CH:22]=[CH:21][C:20]=1[C:2]1[CH:14]=[CH:13][C:5]([C:6]([O:8][C:9]([CH3:12])([CH3:11])[CH3:10])=[O:7])=[C:4]([N+:15]([O-:17])=[O:16])[CH:3]=1 |f:2.3.4,5.6.7|. Procedure: To 15 mL of toluene solution containing 1.5 g of tert-butyl 4-chloro-2-nitrobenzoate, 1.1 g of 2,4-difluorophenylboronic acid, 2.3 g of cesium carbonate, 27 mg of palladium acetate and 25 mg of 2-dicyclohexylphosphino-2′,6′-dimethoxybiphenyl were added sequentially, and the resulting mixture was heated to reflux under nitrogen atmosphere for 8 hours. After the reaction mixture was cooled to room temperature, insoluble were removed by filtration and added a saturated sodium hydrogen carbonate aqu... Starting materials: ClC=1C=NC=CC1\C=C/1\C(C2=CC(=C(C=C2CC1)OC)OC)=O ((2E)-2-[(3-chloro-4-pyridyl)methylene]-6,7-dimethoxy-tetralin-1-one). The reagents and catalysts are [Pt] (Pt/C). The product is ClC=1C=NC=CC1CC1C(C2=CC(=C(C=C2CC1)OC)OC)=O (2-[(3-chloro-4-pyridyl)methyl]-6,7-dimethoxy-tetralin-1-one). Reaction SMILES: [Cl:1][C:2]1[CH:3]=[N:4][CH:5]=[CH:6][C:7]=1/[CH:8]=[C:9]1/[C:10](=[O:23])[C:11]2[C:16]([CH2:17][CH2:18]/1)=[CH:15][C:14]([O:19][CH3:20])=[C:13]([O:21][CH3:22])[CH:12]=2>[Pt]>[Cl:1][C:2]1[CH:3]=[N:4][CH:5]=[CH:6][C:7]=1[CH2:8][CH:9]1[CH2:18][CH2:17][C:16]2[C:11](=[CH:12][C:13]([O:21][CH3:22])=[C:14]([O:19][CH3:20])[CH:15]=2)[C:10]1=[O:23]. Reported procedure: The title compound 101 is prepared according to the procedure reported in Example 36.1 with compound 85 (93 mg, 2.83 mmol) and Pt/C (5 wt/o loading, 93 mg) as reactants. White solid. (Yield 0.47 g, 51%). Starting materials: C(C1=CC=CC=C1)OC(=O)NC=1C(=C(SC1Br)C1=CC=C(C=C1)C)C(=O)OC (Methyl 4-(benzyloxycarbonylamino)-5-bromo-2-p-tolylthiophene-3-carboxylate). Reagents/catalysts: [Pd] (Pd/C). Run in C(C)O.C(C)(=O)OCC.ClCCl (ethanol ethyl acetate dichloromethane). Run at time 4 hour. Yields the product C(C1=CC=CC=C1)OC(=O)NC=1C(=C(SC1)C1=CC=C(C=C1)C)C(=O)OC (Methyl 4-(benzyloxycarbonylamino)-2-p-tolylthiophene-3-carboxylate). Reaction SMILES: [CH2:1]([O:8][C:9]([NH:11][C:12]1[C:13]([C:25]([O:27][CH3:28])=[O:26])=[C:14]([C:18]2[CH:23]=[CH:22][C:21]([CH3:24])=[CH:20][CH:19]=2)[S:15][C:16]=1Br)=[O:10])[C:2]1[CH:7]=[CH:6][CH:5]=[CH:4][CH:3]=1>C(O)C.C(OCC)(=O)C.ClCCl.[Pd]>[CH2:1]([O:8][C:9]([NH:11][C:12]1[C:13]([C:25]([O:27][CH3:28])=[O:26])=[C:14]([C:18]2[CH:19]=[CH:20][C:21]([CH3:24])=[CH:22][CH:23]=2)[S:15][CH:16]=1)=[O:10])[C:2]1[CH:7]=[CH:6][CH:5]=[CH:4][CH:3]=1 |f:1.2.3|. Procedure: 10% Pd/C is added to methyl 4-(benzyloxycarbonylamino)-5-bromo-2-p-tolylthiophene-3-carboxylate (176) in ethanol:ethyl acetate:dichloromethane (2:1:1). The mixture is degassed and placed under H2 (1 atm) and stirred for 4 h. The mixture is filtered through a 0.45 μm syringe filter and concentrated under reduced pressure. Flash chromatography (ISCO system, silica, 0-50% ethyl acetate in hexane) provides 177. The reactants are C1(CC1)COC1=C(C=CC(=C1)F)C=1C2=C(N=CN1)C(=C(N2COCC[Si](C)(C)C)C)C(=O)O (4-[2-(cyclopropylmethoxy)-4-fluorophenyl]-6-methyl-5-{[2-(trimethylsilyl)ethoxy]methyl}-5H-pyrrolo[3,2-d]pyrimidine-7-carboxylic acid), N[C@@H]1CN(C[C@H]1O)C(=O)OC(C)(C)C (tert-butyl(3R*,4R*)-3-amino-4-hydroxy-pyrrolidine-1-carboxylate). The product is C1(CC1)COC1=C(C=CC(=C1)F)C=1C2=C(N=CN1)C(=C(N2COCC[Si](C)(C)C)C)C(=O)N[C@@H]2CN(C[C@H]2O)C(=O)OC(C)(C)C (tert-Butyl(3r,4r)-3-{[(4-[2-(cyclopropylmethoxy)-4-fluorophenyl]-6-methyl-5-{[2-(trimethylsilyl)ethoxy]methyl}-5H-pyrrolo[3,2-d]pyrimidin-7-yl)carbonyl]amino}-4-hydroxypyrrolidine-1-carboxylate). As a reaction SMILES: [CH:1]1([CH2:4][O:5][C:6]2[CH:11]=[C:10]([F:12])[CH:9]=[CH:8][C:7]=2[C:13]2[C:14]3[N:21]([CH2:22][O:23][CH2:24][CH2:25][Si:26]([CH3:29])([CH3:28])[CH3:27])[C:20]([CH3:30])=[C:19]([C:31]([OH:33])=O)[C:15]=3[N:16]=[CH:17][N:18]=2)[CH2:3][CH2:2]1.[NH2:34][C@H:35]1[C@H:39]([OH:40])[CH2:38][N:37]([C:41]([O:43][C:44]([CH3:47])([CH3:46])[CH3:45])=[O:42])[CH2:36]1>>[CH:1]1([CH2:4][O:5][C:6]2[CH:11]=[C:10]([F:12])[CH:9]=[CH:8][C:7]=2[C:13]2[C:14]3[N:21]([CH2:22][O:23][CH2:24][CH2:25][Si:26]([CH3:29])([CH3:28])[CH3:27])[C:20]([CH3:30])=[C:19]([C:31]([NH:34][C@H:35]4[C@H:39]([OH:40])[CH2:38][N:37]([C:41]([O:43][C:44]([CH3:47])([CH3:46])[CH3:45])=[O:42])[CH2:36]4)=[O:33])[C:15]=3[N:16]=[CH:17][N:18]=2)[CH2:2][CH2:3]1. Procedure details: Starting from 4-[2-(cyclopropylmethoxy)-4-fluorophenyl]-6-methyl-5-{[2-(trimethylsilyl)ethoxy]methyl}-5H-pyrrolo[3,2-d]pyrimidine-7-carboxylic acid (example D.c2) and commercially available tert-butyl(3R*,4R*)-3-amino-4-hydroxy-pyrrolidine-1-carboxylate the title compound is obtained as pale yellow viscous oil. The reactants are C, Cc1ccnc(-c2ccc([N+](=O)[O-])cc2)c1, CC(=O)O, OO, [Pd]. The product is Cc1cc[n+]([O-])c(-c2ccc([N+](=O)[O-])cc2)c1. As a reaction SMILES: [C:19].[CH3:1][c:2]1[cH:3][c:4](-[c:8]2[cH:9][cH:10][c:11]([N+:14](=[O:15])[O-:16])[cH:12][cH:13]2)[n:5][cH:6][cH:7]1.[CH3:21][C:22](=[O:23])[OH:24].[OH:17][OH:18].[Pd:20]>>[CH3:1][c:2]1[cH:3][c:4](-[c:8]2[cH:9][cH:10][c:11]([N+:14](=[O:15])[O-:16])[cH:12][cH:13]2)[n+:5]([O-:17])[cH:6][cH:7]1. Starting materials: N[C@H]1CN(CC1)C1=NC(=C2N=CN(C2=N1)[C@H]1[C@@H]([C@@H]([C@H](C1)N1N=CC(=N1)CC)O)O)NCC(C1=CC=CC=C1)C1=CC=CC=C1 ((1R,2S,3R,5S)-3-[2-((R)-3-amino-pyrrolidin-1-yl)-6-(2,2-diphenyl-ethylamino)-purin-9-yl]-5-(4-ethyl-[1,2,3]triazol-2-yl)-cyclopentane-1,2-diol), Cl.C1(=CC=CC=C1)C(CNC1=C2N=CN(C2=NC(=N1)N1C[C@@H](CC1)NC(=O)NCC1=NC=CC=C1)[C@H]1[C@@H]([C@@H]([C@H](C1)N1N=C(N=N1)CC)O)O)C1=CC=CC=C1 (1-((R)-1-{6-(2,2-Diphenyl-ethylamino)-9-[(1R,2S,3R,4S)-4-(5-ethyl-tetrazol-2-yl)-2,3-dihydroxy-cyclopentyl]-9H-purin-2-yl}-pyrrolidin-3-yl)-3-pyridin-2-ylmethyl-urea hydrochloride), NCC=1C=NC=CC1 (3-aminomethylpyridine). Product: Cl.C1(=CC=CC=C1)C(CNC1=C2N=CN(C2=NC(=N1)N1C[C@@H](CC1)NC(=O)NCC=1C=NC=CC1)[C@H]1[C@@H]([C@@H]([C@H](C1)N1N=CC(=N1)CC)O)O)C1=CC=CC=C1 (1-((R)-1-{6-(2,2-Diphenyl-ethylamino)-9-[(1R,2S,3R,4S)-4-(4-ethyl-[1,2,3]triazol-2-yl)-2,3-dihydroxy-cyclopentyl]-9H-purin-2-yl}-pyrrolidin-3-yl)-3-pyridin-3-ylmethyl-urea hydrochloride). As a reaction SMILES: [NH2:1][C@@H:2]1[CH2:6][CH2:5][N:4]([C:7]2[N:15]=[C:14]3[C:10]([N:11]=[CH:12][N:13]3[C@@H:16]3[CH2:20][C@H:19]([N:21]4[N:25]=[C:24]([CH2:26][CH3:27])[CH:23]=[N:22]4)[C@@H:18]([OH:28])[C@H:17]3[OH:29])=[C:9]([NH:30][CH2:31][CH:32]([C:39]3[CH:44]=[CH:43][CH:42]=[CH:41][CH:40]=3)[C:33]3[CH:38]=[CH:37][CH:36]=[CH:35][CH:34]=3)[N:8]=2)[CH2:3]1.[ClH:45].C1(C(C2C=CC=CC=2)CNC2N=C(N3CC[C@@H](N[C:70](NCC4C=CC=CN=4)=[O:71])C3)N=C3C=2N=CN3[C@@H]2C[C@H](N3N=NC(CC)=N3)[C@@H](O)[C@H]2O)C=CC=CC=1.[NH2:100][CH2:101][C:102]1[CH:103]=[N:104][CH:105]=[CH:106][CH:107]=1>>[ClH:45].[C:33]1([CH:32]([C:39]2[CH:40]=[CH:41][CH:42]=[CH:43][CH:44]=2)[CH2:31][NH:30][C:9]2[N:8]=[C:7]([N:4]3[CH2:5][CH2:6][C@@H:2]([NH:1][C:70]([NH:100][CH2:101][C:102]4[CH:103]=[N:104][CH:105]=[CH:106][CH:107]=4)=[O:71])[CH2:3]3)[N:15]=[C:14]3[C:10]=2[N:11]=[CH:12][N:13]3[C@@H:16]2[CH2:20][C@H:19]([N:21]3[N:25]=[C:24]([CH2:26][CH3:27])[CH:23]=[N:22]3)[C@@H:18]([OH:28])[C@H:17]2[OH:29])[CH:34]=[CH:35][CH:36]=[CH:37][CH:38]=1 |f:1.2,4.5|. Procedure details: This compound is prepared from (1R,2S,3R,5S)-3-[2-((R)-3-amino-pyrrolidin-1-yl)-6-(2,2-diphenyl-ethylamino)-purin-9-yl]-5-(4-ethyl-[1,2,3]triazol-2-yl)-cyclopentane-1,2-diol. (Intermediate FC) using a procedure analogous to that of 1-((R)-1-{6-(2,2-diphenyl-ethylamino)-9-[(1R,2S,3R,4S)-4-(5-ethyl-tetrazol-2-yl)-2,3-dihydroxy-cyclopentyl]-9H-purin-2-yl}-pyrrolidin-3-yl)-3-pyridin-2-ylmethyl-urea hydrochloride (Example 113) by replacing 2-aminomethylpyridine with 3-aminomethylpyridine. MS (ES+) m/... Reactants: CCCI, Cc1cc(-c2cccnc2)ccc1[N+](=O)[O-], CC(=O)C(C)(C)C. The product is CCC[n+]1cccc(-c2ccc([N+](=O)[O-])c(C)c2)c1, [I-]. RXN SMILES: [CH2:17]([CH2:18][CH3:19])[I:20].[CH3:1][c:2]1[cH:3][c:4](-[c:11]2[cH:12][n:13][cH:14][cH:15][cH:16]2)[cH:5][cH:6][c:7]1[N+:8](=[O:9])[O-:10].[CH3:21][C:22](=[O:23])[C:24]([CH3:25])([CH3:26])[CH3:27]>>[CH3:1][c:2]1[cH:3][c:4](-[c:11]2[cH:12][n+:13]([CH2:17][CH2:18][CH3:19])[cH:14][cH:15][cH:16]2)[cH:5][cH:6][c:7]1[N+:8](=[O:9])[O-:10].[I-:20].